This data is from the Open Reaction Database (ORD), a public repository of structured organic reaction records. The task is: describe an organic reaction: reactants, conditions, products, and yield The solvent is CN(C)C=O (DMF). Procedure: 3.9 g (19.3 mmol) of 4-Chloro-3,5-dihydroxy-benzoic acid methyl ester was dissolved in 250 ml of DMF and treated at 0° C. with 8.6 g (62 mmol) of potassium carbonate and 2.72 g (19.2 mmol) of iodomethane. The reaction solution was stirred at RT for 16 h. The solvent was removed under reduced pressure, the residue was taken-up in ethyl acetate and this solution was washed three times with water and twice with saturated aqueous sodium chloride. The organic phase was dried with sodium sulphate, fil... Reaction conditions: time 16 hour. The product is COC(C1=CC(=C(C(=C1)OC)Cl)O)=O (4-Chloro-3-hydroxy-5-methoxy-benzoic acid methyl ester). Starting materials: C([O-])([O-])=O.[K+].[K+] (potassium carbonate), IC (iodomethane), COC(C1=CC(=C(C(=C1)O)Cl)O)=O (4-Chloro-3,5-dihydroxy-benzoic acid methyl ester). RXN SMILES: [CH3:1][O:2][C:3](=[O:13])[C:4]1[CH:9]=[C:8]([OH:10])[C:7]([Cl:11])=[C:6]([OH:12])[CH:5]=1.[C:14](=O)([O-])[O-].[K+].[K+].IC>CN(C=O)C>[CH3:1][O:2][C:3](=[O:13])[C:4]1[CH:9]=[C:8]([O:10][CH3:14])[C:7]([Cl:11])=[C:6]([OH:12])[CH:5]=1 |f:1.2.3|. Reactants: NC=1NC(C2=C(N1)NC(=C2)CCC2=CC=CC=C2)=O (2-amino-6-phenethyl-3,7-dihydro-pyrrolo[2,3-d]pyrimidin-4-one), Cl (hydrogen chloride), CCOCC (ether). Yields the product ClCC(CCC1=CC=CC=C1)=O (1-chloro-4-phenyl-2-butanone). Reaction SMILES: NC1NC(=O)C2[CH:10]=[C:9]([CH2:11][CH2:12][C:13]3[CH:18]=[CH:17][CH:16]=[CH:15][CH:14]=3)NC=2N=1.[ClH:20].CC[O:23]CC>>[Cl:20][CH2:10][C:9](=[O:23])[CH2:11][CH2:12][C:13]1[CH:18]=[CH:17][CH:16]=[CH:15][CH:14]=1. Procedure: FIG. 19 presents the method used to synthesize 2-amino-6-phenethyl-3,7-dihydro-pyrrolo[2,3-d]pyrimidin-4-one 9. Phenylpropanoyl chloride7 was reacted with CH2N2 in the presence of gaseous hydrogen chloride and ether to produce 1-chloro-4-phenyl-2-butanone 8. 1-chloro-4-phenyl-2-butanone 8 was reacted with 2,6-diamino-3H-pyrimidin-4-one 1 to produce 2-amino-6-phenethyl-3,7-dihydro-pyrrolo[2,3-d]pyrimidin-4-one 9 at a 39% yield. Reactants: [BH4-], O=C([O-])[O-], CO, N#Cc1cc(F)ccc1Oc1ccc2c(cnn2CCO)c1, [Na+], [Na+], [Na+]. Yields the product NCc1cc(F)ccc1Oc1ccc2c(cnn2CCO)c1. RXN SMILES: [BH4-:23].[C:25](=[O:26])([O-:27])[O-:28].[CH3:31][OH:32].[F:1][c:2]1[cH:3][cH:4][c:5]([O:10][c:11]2[cH:12][c:13]3[cH:14][n:15][n:16]([CH2:20][CH2:21][OH:22])[c:17]3[cH:18][cH:19]2)[c:6]([C:7]#[N:8])[cH:9]1.[Na+:24].[Na+:29].[Na+:30]>>[F:1][c:2]1[cH:3][cH:4][c:5]([O:10][c:11]2[cH:12][c:13]3[cH:14][n:15][n:16]([CH2:20][CH2:21][OH:22])[c:17]3[cH:18][cH:19]2)[c:6]([CH2:7][NH2:8])[cH:9]1. Reactants: [Li]CCCC, COc1cc(C)c(C=O)c(OC)c1OC, Cc1ccccc1, CCOCC, CC(C)NC(C)C, Clc1cnc(Cl)c(Cl)c1. Product: COc1cc(C)c(C(O)c2c(Cl)cnc(Cl)c2Cl)c(OC)c1OC. RXN SMILES: [CH2:1]([Li:2])[CH2:3][CH2:4][CH3:5].[CH3:22][O:23][c:24]1[c:25]([CH:26]=[O:27])[c:28]([CH3:36])[cH:29][c:30]([O:34][CH3:35])[c:31]1[O:32][CH3:33].[CH3:37][c:38]1[cH:39][cH:40][cH:41][cH:42][cH:43]1.[CH3:44][CH2:45][O:46][CH2:47][CH3:48].[CH:6]([NH:7][CH:8]([CH3:9])[CH3:10])([CH3:11])[CH3:12].[Cl:13][c:14]1[n:15][cH:16][c:17]([Cl:21])[cH:18][c:19]1[Cl:20]>>[Cl:13][c:14]1[n:15][cH:16][c:17]([Cl:21])[c:18]([CH:26]([c:25]2[c:24]([O:23][CH3:22])[c:31]([O:32][CH3:33])[c:30]([O:34][CH3:35])[cH:29][c:28]2[CH3:36])[OH:27])[c:19]1[Cl:20]. The reactants are resultant mixture, ClCC(C(=O)N=C=O)C (beta-chloroisobutyryl isocyanate), C(C(F)(F)F)(C(F)(F)F)O (1,1,1,3,3,3-hexafluoroisopropanol). Solvent: C(Cl)(Cl)Cl (chloroform), C(Cl)(Cl)Cl (chloroform). Yields the product ClCC(C(=O)NC(OC(C(F)(F)F)C(F)(F)F)=O)C (hexafluoroisopropyl beta-chloroisobutyrylcarbamate). Reaction SMILES: [Cl:1][CH2:2][CH:3]([CH3:9])[C:4]([N:6]=[C:7]=[O:8])=[O:5].[CH:10]([OH:19])([C:15]([F:18])([F:17])[F:16])[C:11]([F:14])([F:13])[F:12]>C(Cl)(Cl)Cl>[Cl:1][CH2:2][CH:3]([CH3:9])[C:4]([NH:6][C:7](=[O:8])[O:19][CH:10]([C:15]([F:18])([F:17])[F:16])[C:11]([F:14])([F:13])[F:12])=[O:5]. Reported procedure: To a solution of beta-chloroisobutyryl isocyanate (7.38 g; 50 mmol) in chloroform (50 ml), a solution of 1,1,1,3,3,3-hexafluoroisopropanol (8.4 g; 50 mmol) in chloroform (10 ml) was dropwise added at 10° C. under ice-cooling. After completion of the addition, the resultant mixture was stirred for 1 hour, whereby hexafluoroisopropyl beta-chloroisobutyrylcarbamate was produced. A solution of triethylamine (5.05 g; 50 mmol) in chloroform (50 ml) was added to the reaction mixture in 30 minutes under... Reactants: OC=1C(=C2C(CNC2=CC1C)C)C (5-Hydroxy-3,4,6-trimethylindoline), C(C(C)C)(=O)N1CC(C2=C(C(=C(C=C12)C)O)C)C (N-Isobutyryl-5-hydroxy-3,4,6-trimethylindoline), C(C(C)C)(=O)Cl (isobutyryl chloride). The product is C(C(C)(C)C)(=O)N1CC(C2=C(C(=C(C=C12)C)O)C)C (N-Pivaloyl-5-hydroxy-3,4,6-trimethylindoline). Isolated yield 75.0%. Reaction SMILES: O[C:2]1C(C)=C2C(=CC=1C)NCC2C.[C:14]([N:19]1[C:27]2[C:22](=[C:23]([CH3:30])[C:24]([OH:29])=[C:25]([CH3:28])[CH:26]=2)[CH:21]([CH3:31])[CH2:20]1)(=[O:18])[CH:15]([CH3:17])[CH3:16].C(Cl)(=O)C(C)C>>[C:14]([N:19]1[C:27]2[C:22](=[C:23]([CH3:30])[C:24]([OH:29])=[C:25]([CH3:28])[CH:26]=2)[CH:21]([CH3:31])[CH2:20]1)(=[O:18])[C:15]([CH3:2])([CH3:17])[CH3:16]. Reported procedure: Treatment of indoline 10 (160 mg, 0.9 mmoI) according to a procedure similar to one used for preparing 11b, with substitution of pivaloyl chloride for isobutyryl chloride, afforded 11c (176 mg, 75% yield) as a colorless solid, mp 144°-145° C. Spectral data: 13C NMR: δ 11.7, 16.4, 19.5, 27.6, 39.9, 57.4, 117.9, 119.2, 121.9, 133.7, 136.0, 148.8, 176.0; HRMS: calcd. for C16H23NO2 261.1229, fnd. 261.1921. Anal: calcd. for C16H23NO2C, 73.53, H, 8.87, N, 5.36, fnd. C, 73.60, H, 8.91, N, 5.36. Reactants: O (water), BrC1=C(C=C(N)C=C1)Cl (4-Bromo-3-chloroaniline), ClC1=C(C=CC(=C1)Cl)B(O)O ((2,4-dichlorophenyl)boronic acid), C(=O)([O-])[O-].[K+].[K+] (K2CO3). The reagents and catalysts are C1=CC=C(C=C1)P([C-]2C=CC=C2)C3=CC=CC=C3.C1=CC=C(C=C1)P([C-]2C=CC=C2)C3=CC=CC=C3.Cl[Pd]Cl.[Fe+2] (Pd(dppf)Cl2). Run in O1CCOCC1 (1,4-dioxane), CCOC(=O)C (EtOAc). Yields the product ClC1=C(C=CC(=C1)N)C1=C(C=C(C=C1)Cl)Cl (2,2′,4′-trichloro-[1,1′-biphenyl]-4-amine). Reaction SMILES: Br[C:2]1[CH:8]=[CH:7][C:5]([NH2:6])=[CH:4][C:3]=1[Cl:9].[Cl:10][C:11]1[CH:16]=[C:15]([Cl:17])[CH:14]=[CH:13][C:12]=1B(O)O.C([O-])([O-])=O.[K+].[K+].O>O1CCOCC1.CCOC(C)=O.C1C=CC(P(C2C=CC=CC=2)[C-]2C=CC=C2)=CC=1.C1C=CC(P(C2C=CC=CC=2)[C-]2C=CC=C2)=CC=1.Cl[Pd]Cl.[Fe+2]>[Cl:9][C:3]1[CH:4]=[C:5]([NH2:6])[CH:7]=[CH:8][C:2]=1[C:14]1[CH:13]=[CH:12][C:11]([Cl:10])=[CH:16][C:15]=1[Cl:17] |f:2.3.4,8.9.10.11|. Reported procedure: 4-Bromo-3-chloroaniline (3.0 g, 14.5 mmol), (2,4-dichlorophenyl)boronic acid (3.6 g, 18.9 mmol), Pd(dppf)Cl2 (1.2 g, 1.5 mmol), and K2CO3 (4.0 g, 29.1 mmol) were dissolved in 1,4-dioxane (60 mL) and water (15 mL) and the resulting mixture was heated to 80° C. After 16 h the resulting mixture was cooled to room temperature, diluted with EtOAc, washed with water and brine, dried (Na2SO4), and dry packed onto silica gel. Column chromatography yielded the title compound. The reactants are FC(OC=1C=C(C=CC1)N1N=C(C(C=C1)=O)C(\C=C\N(C)C)=O)F (1-(3-Difluoromethoxy-phenyl)-3-((E)-3-dimethylamino-acryloyl)-1H-pyridazin-4-one), N(N)C1=NC=CC=C1 (2-hydrazinopyridine). Solvent: C(C)O (ethanol), Cl (HCl). Product: FC(OC=1C=C(C=CC1)N1N=C(C(C=C1)=O)C=1N(N=CC1)C1=NC=CC=C1)F (1-(3-Difluoromethoxy-phenyl)-3-(2-pyridin-2-yl-2H-pyrazol-3-yl)-1H-pyridazin-4-one). The yield is 40.5%. Reaction SMILES: [F:1][CH:2]([F:24])[O:3][C:4]1[CH:5]=[C:6]([N:10]2[CH:15]=[CH:14][C:13](=[O:16])[C:12]([C:17](=O)/[CH:18]=[CH:19]/[N:20](C)C)=[N:11]2)[CH:7]=[CH:8][CH:9]=1.[NH:25]([C:27]1[CH:32]=[CH:31][CH:30]=[CH:29][N:28]=1)N>C(O)C.Cl>[F:1][CH:2]([F:24])[O:3][C:4]1[CH:5]=[C:6]([N:10]2[CH:15]=[CH:14][C:13](=[O:16])[C:12]([C:17]3[N:25]([C:27]4[CH:32]=[CH:31][CH:30]=[CH:29][N:28]=4)[N:20]=[CH:19][CH:18]=3)=[N:11]2)[CH:7]=[CH:8][CH:9]=1. Procedure details: 1-(3-Difluoromethoxy-phenyl)-3-((E)-3-dimethylamino-acryloyl)-1H-pyridazin-4-one (A-10) (0.05 g; 0.149 mmol) and 2-hydrazinopyridine (0.021 g; 0.194 mmol) are dissolved in a sealed tube in ethanol (0.6 ml) with catalytic amounts of HCl and irradiated at 160° C. for 5 min. The solvent of the reaction mixture is removed and the crude product is purified by preparative HPLC yielding 0.023 g (40.5%) of the final product. MS: M=382.2 (M+H)+